Task: describe an organic reaction: reactants, conditions, products, and yield. Dataset: the Open Reaction Database (ORD), a public repository of structured organic reaction records Reactants: FC(C(=O)O)(F)F.CC1=CC=C(S1)C(=O)N1CCOC2(C1)CCNCC2 ((5-Methylthiophen-2-yl)(1-oxa-4,9-diazaspiro[5.5]undecan-4-yl)methanone trifluoroacetate), [Si](C)(C)(C(C)(C)C)OCCC=1C=C(SC1)C=O (4-(2-(tert-butyldimethylsilyloxy)ethyl)thiophene-2-carbaldehyde), [Si](C)(C)(C(C)(C)C)OCCC1=C(SC=C1)C=O (3-(2-(tert-butyldimethylsilyloxy)ethyl)thiophene-2-carbaldehyde), C(C)(=O)O[BH-](OC(C)=O)OC(C)=O.[Na+] (sodium triacetoxyborohydride). Run in CN1C(CCC1)=O (N-methyl-2-pyrrolidinone), CC(=O)O (AcOH), O (water). Reaction conditions: time 5 minute. Yields the product [Si](C)(C)(C(C)(C)C)OCCC=1C=C(SC1)CN1CCC2(CN(CCO2)C(=O)C=2SC(=CC2)C)CC1 ((9-((4-(2-(tert-Butyldimethylsilyloxy)ethyl)thiophen-2-yl)methyl)-1-oxa-4,9-diazaspiro[5.5]undecan-4-yl)(5-methylthiophen-2-yl)methanone). As a reaction SMILES: FC(F)(F)C(O)=O.[CH3:8][C:9]1[S:13][C:12]([C:14]([N:16]2[CH2:21][C:20]3([CH2:26][CH2:25][NH:24][CH2:23][CH2:22]3)[O:19][CH2:18][CH2:17]2)=[O:15])=[CH:11][CH:10]=1.[Si:27]([O:34][CH2:35][CH2:36][C:37]1[CH:38]=[C:39]([CH:42]=O)[S:40][CH:41]=1)([C:30]([CH3:33])([CH3:32])[CH3:31])([CH3:29])[CH3:28].[Si](OCCC1C=CSC=1C=O)(C(C)(C)C)(C)C.C(O[BH-](OC(=O)C)OC(=O)C)(=O)C.[Na+]>CN1CCCC1=O.O.CC(O)=O>[Si:27]([O:34][CH2:35][CH2:36][C:37]1[CH:38]=[C:39]([CH2:42][N:24]2[CH2:25][CH2:26][C:20]3([O:19][CH2:18][CH2:17][N:16]([C:14]([C:12]4[S:13][C:9]([CH3:8])=[CH:10][CH:11]=4)=[O:15])[CH2:21]3)[CH2:22][CH2:23]2)[S:40][CH:41]=1)([C:30]([CH3:31])([CH3:33])[CH3:32])([CH3:29])[CH3:28] |f:0.1,4.5|. Reported procedure: (5-Methylthiophen-2-yl)(1-oxa-4,9-diazaspiro[5.5]undecan-4-yl)methanone trifluoroacetate (example 9, step b) (0.230 g) was added to a stirred solution of a 4:1 mixture of 4-(2-(tert-butyldimethylsilyloxy)ethyl)thiophene-2-carbaldehyde and 3-(2-(tert-butyldimethylsilyloxy)ethyl)thiophene-2-carbaldehyde (example 27, step b) (0.20 g) and AcOH (0.033 mL) in N-methyl-2-pyrrolidinone (3 mL). After 5 min, sodium triacetoxyborohydride (0.35 g) was added. After 16 h water was added and the mixture extrac... The reactants are OC1=CC2=C(OC3=C2C=CC=C3)C=C1 (2-hydroxydibenzofuran), CN(C1=CC=CC=C1)C (dimethylaniline), ClC(=O)OC(Cl)(Cl)Cl (trichloromethyl chloroformate), C1(=CC=CC=C1)CCCCN (4-phenylbutylamine), N1=CC=CC=C1 (pyridine). Solvent: O1CCCC1 (tetrahydrofuran), O1CCOCC1 (dioxane), O1CCCC1 (tetrahydrofuran), O1CCCC1 (tetrahydrofuran). Run at time 24 hour. The product is C1=C(C=CC=2OC3=C(C21)C=CC=C3)OC(NCCCCC3=CC=CC=C3)=O ((4-Phenylbutyl)carbamic acid 2-dibenzofuranyl ester). Isolated yield 128.6%. Reaction SMILES: [OH:1][C:2]1[CH:14]=[CH:13][C:5]2[O:6][C:7]3[CH:12]=[CH:11][CH:10]=[CH:9][C:8]=3[C:4]=2[CH:3]=1.CN(C)C1C=CC=CC=1.ClC([O:27][C:28](Cl)(Cl)Cl)=O.[C:32]1([CH2:38][CH2:39][CH2:40][CH2:41][NH2:42])[CH:37]=[CH:36][CH:35]=[CH:34][CH:33]=1.N1C=CC=CC=1>O1CCCC1.O1CCOCC1>[CH:3]1[C:4]2[C:8]3[CH:9]=[CH:10][CH:11]=[CH:12][C:7]=3[O:6][C:5]=2[CH:13]=[CH:14][C:2]=1[O:1][C:28](=[O:27])[NH:42][CH2:41][CH2:40][CH2:39][CH2:38][C:32]1[CH:37]=[CH:36][CH:35]=[CH:34][CH:33]=1. Reported procedure: A solution of 2-hydroxydibenzofuran (5.0 g, 27 mmol) and dimethylaniline (3.4 mL, 27 mmol) in 35 mL of tetrahydrofuran plus 1.5 mL of dioxane was added dropwise under nitrogen to a solution of trichloromethyl chloroformate (1.6 mL, 14 mmol) in 30 mL of tetrahydrofuran at ice bath temperature. After the addition the cooling bath was removed and the stirring continued for approximately 24 hours. The reaction was cooled to ice bath temperature and a solution of 4-phenylbutylamine (4.3 mL, 27 mmol) ...